From a dataset of the Open Reaction Database (ORD), a public repository of structured organic reaction records. describe an organic reaction: reactants, conditions, products, and yield Reactants: CCC1=NN(C(=O)N1CCOC=2C=CC=CC2)CCCN3CCN(CC3)C=4C=CC=C(C4)Cl (Nefazodone), [OH-].[Na+] (sodium hydroxide). The solvent is O (water). Reaction conditions: temperature 42.5 celsius. Product: CCC1=NN(C(=O)N1CCOC=2C=CC=CC2)CCCN3CCN(CC3)C=4C=CC=C(C4)Cl.Cl (Nefazodone HCl). As a reaction SMILES: [CH3:1][CH2:2][C:3]1[N:8]([CH2:9][CH2:10][O:11][C:12]2[CH:13]=[CH:14][CH:15]=[CH:16][CH:17]=2)[C:6](=[O:7])[N:5]([CH2:18][CH2:19][CH2:20][N:21]2[CH2:26][CH2:25][N:24]([C:27]3[CH:28]=[CH:29][CH:30]=[C:31]([Cl:33])[CH:32]=3)[CH2:23][CH2:22]2)[N:4]=1.[OH-].[Na+]>O>[CH3:1][CH2:2][C:3]1[N:8]([CH2:9][CH2:10][O:11][C:12]2[CH:13]=[CH:14][CH:15]=[CH:16][CH:17]=2)[C:6](=[O:7])[N:5]([CH2:18][CH2:19][CH2:20][N:21]2[CH2:26][CH2:25][N:24]([C:27]3[CH:28]=[CH:29][CH:30]=[C:31]([Cl:33])[CH:32]=3)[CH2:23][CH2:22]2)[N:4]=1.[ClH:33] |f:1.2,4.5|. Procedure details: Nefazodone HCl was prepared in accordance with Example 2 of U.S. Pat. No. 4,338,317. Nefazodone HCI was dissolved in water with gentle heating (40-45° C.). An equimolar quantity of sodium hydroxide solution (0.1 N) was added with constant stirring while cooling with ice. Nefazodone base precipitated as a sticky gum which was separated and washed repeatedly with water. The base was washed with water until no chloride ions (AgNO3 test) were detected in the washings. Nefazodone base was then dissol... Starting materials: CCOC(=O)c1c[nH]c(=O)cc1Nc1ccc(I)cc1F, [H-], CCI, [Na+], CN(C)C=O. Yields the product CCOC(=O)c1cn(CC)c(=O)cc1Nc1ccc(I)cc1F. RXN SMILES: [F:1][c:2]1[c:3]([NH:4][c:5]2[c:6]([C:12](=[O:13])[O:14][CH2:15][CH3:16])[cH:7][nH:8][c:9](=[O:11])[cH:10]2)[cH:17][cH:18][c:19]([I:21])[cH:20]1.[H-:23].[I:24][CH2:25][CH3:26].[Na+:22].[O:27]=[CH:28][N:29]([CH3:30])[CH3:31]>>[F:1][c:2]1[c:3]([NH:4][c:5]2[c:6]([C:12](=[O:13])[O:14][CH2:15][CH3:16])[cH:7][n:8]([CH2:25][CH3:26])[c:9](=[O:11])[cH:10]2)[cH:17][cH:18][c:19]([I:21])[cH:20]1. Reactants: COc1ccc(OC(=O)N(C)C)cc1 (substrate), c4ccc(B3OB(c1ccccc1)OB(c2ccccc2)O3)cc4 (effective_coupling_partner). Reagents/catalysts: PCy3. Reaction conditions: temperature 110 celsius, time 16 hour. The product is COc2ccc(c1ccccc1)cc2.